Task: describe an organic reaction: reactants, conditions, products, and yield. Dataset: the Open Reaction Database (ORD), a public repository of structured organic reaction records Starting materials: C[Si](ONO)(C)C (trimethylsilyloxy hydroxylamine), CN1CCOCC1 (N-methylmorpholine), COC(CC=CC=CC(=O)Cl)C1=CC=C(C=C1)OC (7-Methoxy-7-(4-methoxyphenyl)-2,4-heptadienoic acid chloride). Solvent: C(Cl)(Cl)Cl (CHCl3), C(Cl)Cl (CH2Cl2). Conditions: time 1 hour. The product is ONC(C=CC=CCC(C1=CC=C(C=C1)OC)OC)=O (N-Hydroxy-7-methoxy-7-(4-methoxyphenyl)-2,4-heptadienamide). Yield: 30.0%. RXN SMILES: C[Si](C)(C)O[NH:4][OH:5].CN1CCOCC1.[CH3:15][O:16][CH:17]([C:26]1[CH:31]=[CH:30][C:29]([O:32][CH3:33])=[CH:28][CH:27]=1)[CH2:18][CH:19]=[CH:20][CH:21]=[CH:22][C:23](Cl)=[O:24]>C(Cl)Cl.C(Cl)(Cl)Cl>[OH:5][NH:4][C:23](=[O:24])[CH:22]=[CH:21][CH:20]=[CH:19][CH2:18][CH:17]([O:16][CH3:15])[C:26]1[CH:27]=[CH:28][C:29]([O:32][CH3:33])=[CH:30][CH:31]=1. Procedure: To a stirred solution of trimethylsilyloxy hydroxylamine (132 μL, 1.08 mmol) and N-methylmorpholine (44 μL, 0.40 mmol) in CH2Cl2 (5 mL) at 0° C. was added dropwise a solution of acid chloride 5 (101 mg, 0.36 mmol) via cannula. The reaction mixture was stirred for 1 h, and then was allowed to warm to rt over 1 h. After being stirred for an additional 1 h, the reaction mixture was diluted with CHCl3: MeOH (20 mL: 1 mL), washed with saturated NaHCO3 solution and then water, and the organic phase wa... The reactants are O=C([O-])[O-], Nc1cccc(Cl)c1[N+](=O)[O-], [K+], [K+], CN(C)C=O, OCCS. Yields the product Nc1cccc(SCCO)c1[N+](=O)[O-]. As a reaction SMILES: [C:16](=[O:17])([O-:18])[O-:19].[Cl:1][c:2]1[c:3]([N+:9](=[O:10])[O-:11])[c:4]([NH2:5])[cH:6][cH:7][cH:8]1.[K+:20].[K+:21].[O:22]=[CH:23][N:24]([CH3:25])[CH3:26].[SH:12][CH2:13][CH2:14][OH:15]>>[c:2]1([S:12][CH2:13][CH2:14][OH:15])[c:3]([N+:9](=[O:10])[O-:11])[c:4]([NH2:5])[cH:6][cH:7][cH:8]1. The reactants are C(C)OC(=O)C1=NC=CC(=N1)OC1=CC2=CC=CC(=C2C=C1)C(NC1=CC(=C(C=C1)F)C(F)(F)F)=O (4-[5-(4-fluoro-3-trifluoromethyl-phenylcarbamoyl)-naphthalen-2-yloxy]-pyrimidine-2-carboxylic acid ethyl ester), [BH4-].[Na+] (NaBH4). Run in C(C)(C)(C)O (tert-butanol). Run at temperature 70 celsius, time 2 hour. Product: FC1=C(C=C(C=C1)NC(=O)C1=CC=CC2=CC(=CC=C12)OC1=NC(=NC=C1)CO)C(F)(F)F (6-(2-Hydroxymethyl-pyrimidin-4-yloxy)-naphthalene-1-carboxylic acid (4-fluoro-3-trifluoromethyl-phenyl)-amide). As a reaction SMILES: C([O:3][C:4]([C:6]1[N:11]=[C:10]([O:12][C:13]2[CH:22]=[CH:21][C:20]3[C:15](=[CH:16][CH:17]=[CH:18][C:19]=3[C:23](=[O:36])[NH:24][C:25]3[CH:30]=[CH:29][C:28]([F:31])=[C:27]([C:32]([F:35])([F:34])[F:33])[CH:26]=3)[CH:14]=2)[CH:9]=[CH:8][N:7]=1)=O)C.[BH4-].[Na+]>C(O)(C)(C)C>[F:31][C:28]1[CH:29]=[CH:30][C:25]([NH:24][C:23]([C:19]2[C:20]3[C:15](=[CH:14][C:13]([O:12][C:10]4[CH:9]=[CH:8][N:7]=[C:6]([CH2:4][OH:3])[N:11]=4)=[CH:22][CH:21]=3)[CH:16]=[CH:17][CH:18]=2)=[O:36])=[CH:26][C:27]=1[C:32]([F:34])([F:33])[F:35] |f:1.2|. Procedure details: To a suspension of 523 mg (1.048 mMol) 4-[5-(4-fluoro-3-trifluoromethyl-phenylcarbamoyl)-naphthalen-2-yloxy]-pyrimidine-2-carboxylic acid ethyl ester in 13.8 ml tert-butanol, 119 mg (3.14 mMol) NaBH4 are added. This mixture is stirred for 2 h at 70° C. and then concentrated in vacuo. The residue is diluted with water and EtOAc, the aq. phase separated off and extracted twice with EtOAc. The organic layers are washed with brine, dried (Na2SO4) and concentrated. Chromatography [Combi Flash; CH2Cl2... Reactants: S(O)(O)(=O)=O (sulphuric acid), C(C)(C)NC1=CC=CC=2C(C3=C(C=CC=C3C(C12)=O)OC)=O (1-isopropylamino-5-methoxy-anthraquinone), S(=O)(=O)([O-])[O-] (sulphate). The solvent is O (water). The product is C(C)(C)NC1=CC=CC=2C(C3=C(C=CC=C3C(C12)=O)O)=O (1-isopropylamino-5-hydroxy-anthraquinone). Yield: 90.0%. As a reaction SMILES: S(=O)(=O)(O)O.[CH:6]([NH:9][C:10]1[C:23]2[C:22](=[O:24])[C:21]3[C:16](=[C:17]([O:25]C)[CH:18]=[CH:19][CH:20]=3)[C:15](=[O:27])[C:14]=2[CH:13]=[CH:12][CH:11]=1)([CH3:8])[CH3:7].S([O-])([O-])(=O)=O>O>[CH:6]([NH:9][C:10]1[C:23]2[C:22](=[O:24])[C:21]3[C:16](=[C:17]([OH:25])[CH:18]=[CH:19][CH:20]=3)[C:15](=[O:27])[C:14]=2[CH:13]=[CH:12][CH:11]=1)([CH3:8])[CH3:7]. Procedure: This press cake is introduced with intensive stirring into 34.7 parts of 90% strength sulphuric acid, the solution is warmed to 120°-125° until no further 1-isopropylamino-5-methoxy-anthraquinone is chromatographically detectable in a worked-up sample (about 3 hours are required) and is diluted with 18 parts of water at 50°-80°, the mixture is stirred overnight in the cold, and the sulphate which has precipitated in large boat-shaped plates is filtered off, washed with 50% strength sulphuric aci...